Dataset: the Open Reaction Database (ORD), a public repository of structured organic reaction records. Task: describe an organic reaction: reactants, conditions, products, and yield Reactants: C(C)(C)(C)C1=CC=C(C(=O)C(C#N)=C(SC)SC)C=C1 (2-(4-tert-butyl-benzoyl)-3,3-bis-methylsulfanyl-acrylonitrile), C1CCOC1 (THF), C(C)(=O)OCCBr (bromoethyl acetate), [Li] (lithium), C1CCOC1 (THF), C1CCOC1 (THF), [Cl-].[NH4+] (ammonium chloride). The solvent is CCOC(=O)C (EtOAc). Conditions: temperature -78 celsius, time 10 minute. The product is C(C)OC(=O)C=1OC(=C(C1C1=CC=C(C=C1)C(C)(C)C)C#N)SC (3-(4-tert-butyl-phenyl)4-cyano-5-methylsulfanyl-furan-2-carboxylic acid ethyl ester). The yield is 38.0%. Reaction SMILES: [C:1]([O:4][CH2:5][CH2:6]Br)(=[O:3])[CH3:2].[Li].[C:9]([C:13]1[CH:28]=[CH:27][C:16]([C:17]([C:19](=[C:22](SC)[S:23][CH3:24])[C:20]#[N:21])=O)=[CH:15][CH:14]=1)([CH3:12])([CH3:11])[CH3:10].[Cl-].[NH4+].C1C[O:34]CC1>CCOC(C)=O>[CH2:5]([O:4][C:1]([C:2]1[O:34][C:22]([S:23][CH3:24])=[C:19]([C:20]#[N:21])[C:17]=1[C:16]1[CH:27]=[CH:28][C:13]([C:9]([CH3:12])([CH3:11])[CH3:10])=[CH:14][CH:15]=1)=[O:3])[CH3:6] |f:3.4,^1:7|. Procedure: Add a solution of the bromoethyl acetate (2.13 ml, 19.17 mmol) in THF (10 ml) dropwise to a −78 ° C. solution of the lithium hexamethylsillylamide (1M, 21 ml, 20.7 mmol) in THF. Stir the mixture at −78° C. for 10 minutes and treat with a dropwise solution of 2-(4-tert-butyl-benzoyl)-3,3-bis-methylsulfanyl-acrylonitrile (2.25 g, 7.67 mmol) in THF (20 ml). Stir the mixture at −78° C. for 30 minutes and at RT for 6 h. Pour into a saturated solution of ammonium chloride (100 ml). Extract organic wit... The reactants are ClCCCBr, COC(=O)c1ccc2c(C3CCCCC3)c(-c3cccn3C(=O)OC(C)(C)C)[nH]c2c1, CN(C)C=O, [H-], [Na+], O. Product: COC(=O)c1ccc2c(C3CCCCC3)c(-c3cccn3C(=O)OC(C)(C)C)n(CCCCl)c2c1. RXN SMILES: [Br:32][CH2:33][CH2:34][CH2:35][Cl:36].[C:1]([CH3:2])([CH3:3])([CH3:4])[O:5][C:6](=[O:7])[n:8]1[c:9](-[c:13]2[nH:14][c:15]3[cH:16][c:17]([C:28](=[O:29])[O:30][CH3:31])[cH:18][cH:19][c:20]3[c:21]2[CH:22]2[CH2:23][CH2:24][CH2:25][CH2:26][CH2:27]2)[cH:10][cH:11][cH:12]1.[CH3:40][N:41]([CH3:42])[CH:43]=[O:44].[H-:37].[Na+:38].[OH2:39]>>[C:1]([CH3:2])([CH3:3])([CH3:4])[O:5][C:6](=[O:7])[n:8]1[c:9](-[c:13]2[n:14]([CH2:33][CH2:34][CH2:35][Cl:36])[c:15]3[cH:16][c:17]([C:28](=[O:29])[O:30][CH3:31])[cH:18][cH:19][c:20]3[c:21]2[CH:22]2[CH2:23][CH2:24][CH2:25][CH2:26][CH2:27]2)[cH:10][cH:11][cH:12]1. The reactants are CC1CCc2nc(-c3cc(Cl)ccc3F)nc(O)c21, [I-], [Na+], O=P(Cl)(Cl)Cl. Yields the product CC1CCc2nc(-c3cc(Cl)ccc3F)nc(I)c21. Reaction SMILES: [Cl:1][c:2]1[cH:3][cH:4][c:5]([F:19])[c:6](-[c:8]2[n:9][c:10]3[c:11]([c:12]([OH:14])[n:13]2)[CH:15]([CH3:18])[CH2:16][CH2:17]3)[cH:7]1.[I-:20].[Na+:21].[P:22]([Cl:23])([Cl:24])([Cl:25])=[O:26]>>[Cl:1][c:2]1[cH:3][cH:4][c:5]([F:19])[c:6](-[c:8]2[n:9][c:10]3[c:11]([c:12]([I:20])[n:13]2)[CH:15]([CH3:18])[CH2:16][CH2:17]3)[cH:7]1.